From a dataset of the Open Reaction Database (ORD), a public repository of structured organic reaction records. describe an organic reaction: reactants, conditions, products, and yield Starting materials: COc1ccc(S(=O)(=O)Cl)cc1, CCN(C(C)C)C(C)C, ClCCl, N#Cc1cc(Cl)cc(Oc2cc(CN)ccc2Cl)c1. Product: COc1ccc(S(=O)(=O)NCc2ccc(Cl)c(Oc3cc(Cl)cc(C#N)c3)c2)cc1. Reaction SMILES: [CH3:20][O:21][c:22]1[cH:23][cH:24][c:25]([S:28](=[O:29])(=[O:30])[Cl:31])[cH:26][cH:27]1.[CH:32]([N:33]([CH2:34][CH3:35])[CH:36]([CH3:37])[CH3:38])([CH3:39])[CH3:40].[Cl:41][CH2:42][Cl:43].[NH2:1][CH2:2][c:3]1[cH:4][cH:5][c:6]([Cl:19])[c:7]([O:9][c:10]2[cH:11][c:12]([C:13]#[N:14])[cH:15][c:16]([Cl:18])[cH:17]2)[cH:8]1>>[NH:1]([CH2:2][c:3]1[cH:4][cH:5][c:6]([Cl:19])[c:7]([O:9][c:10]2[cH:11][c:12]([C:13]#[N:14])[cH:15][c:16]([Cl:18])[cH:17]2)[cH:8]1)[S:28]([c:25]1[cH:24][cH:23][c:22]([O:21][CH3:20])[cH:27][cH:26]1)(=[O:29])=[O:30]. The yield is 98.0%. As a reaction SMILES: [C-]#N.[Na+].C1(C)C=CC=CC=1.C[NH:12][CH2:13][CH2:14]NC.Br[C:18]1[CH:23]=[CH:22][CH:21]=[CH:20][C:19]=1[C:24]1C=[CH:28][CH:27]=[CH:26][CH:25]=1>N.[Cu]I>[C:24]1([C:19]2[CH:20]=[CH:21][CH:22]=[CH:23][CH:18]=2)[C:14]([C:13]#[N:12])=[CH:28][CH:27]=[CH:26][CH:25]=1 |f:0.1|. Solvent: N (ammonia). Procedure details: A Schlenk tube was charged with NaCN (98 mg, 2.0 mmol), CuI (31 mg, 0.16 mmol, 10 mol %), and KI (55 mg, 0.33 mmol, 20 mol %), briefly evacuated and backfilled with argon three times. Anhydrous toluene (1.2 mL), N,N′-dimethylethylenediamine (175 μL, 1.64 mmol), and 2-bromobiphenyl (285 μL, 1.65 mmol) were added under argon. The Schlenk tube was sealed with a Teflon valve and the reaction mixture was stirred at 130° C. for 24 h. The resulting suspension was allowed to reach room temperature, dilu... Run at temperature 130 celsius, time 24 hour. Starting materials: C1(=CC=CC=C1)C (toluene), CNCCNC (N,N′-dimethylethylenediamine), BrC1=C(C=CC=C1)C1=CC=CC=C1 (2-bromobiphenyl), [C-]#N.[Na+] (NaCN). Reagents/catalysts: [Cu]I (CuI). Yields the product C=1(C(=CC=CC1)C#N)C1=CC=CC=C1 (Biphenyl-2-carbonitrile). The product is C(C)N(C=1C=C(C2=C(CC(O2)(C)C)C1)COC1=CC=C(C=C1)CC(C(=O)O)C)CC (3-(4-((5-(diethylamino)-2,2-dimethyl-2,3-dihydrobenzofuran-7-yl)methoxy)phenyl)-2-methylpropanoic acid). Reactants: CO (methanol), Cl (HCl), C(C)N(C=1C=C(C2=C(CC(O2)(C)C)C1)COC1=CC=C(C=C1)CC(C(=O)OCC)C)CC (ethyl 3-(4-((5-(diethylamino)-2,2-dimethyl-2,3-dihydrobenzofuran-7-yl)methoxy)phenyl)-2-methylpropanoate), [OH-].[Li+] (Lithium hydroxide). Procedure details: A mixture of ethyl 3-(4-((5-bromo-2,2-dimethyl-2,3-dihydrobenzofuran-7-yl)methoxy)phenyl)-2-methylpropanoate (110) (78 mg, 0.17 mmol), diethylamine (0.08 mL, 0.78 mmol), [1,1′-biphenyl]-2-yldi-tert-butylphosphine (16 mg, 0.052 mmol), tris(dibenzylideneacetone)dipalladium (47.6 mg, 0.052 mmol), and sodium t-butoxide (25 mg, 0.26 mmol) in toluene (2 mL) was heated in a pressure tube at 80° C. overnight. Water was added and the reaction was extracted with ethyl acetate and the combined organic laye... Solvent: O (water), O1CCCC1 (tetrahydrofuran), CCOC(=O)C (EtOAc). Run at time 24 hour. RXN SMILES: [CH2:1]([N:3]([CH2:31][CH3:32])[C:4]1[CH:5]=[C:6]([CH2:15][O:16][C:17]2[CH:22]=[CH:21][C:20]([CH2:23][CH:24]([CH3:30])[C:25]([O:27]CC)=[O:26])=[CH:19][CH:18]=2)[C:7]2[O:11][C:10]([CH3:13])([CH3:12])[CH2:9][C:8]=2[CH:14]=1)[CH3:2].CO.[OH-].[Li+].Cl>O1CCCC1.CCOC(C)=O.O>[CH2:31]([N:3]([CH2:1][CH3:2])[C:4]1[CH:5]=[C:6]([CH2:15][O:16][C:17]2[CH:18]=[CH:19][C:20]([CH2:23][CH:24]([CH3:30])[C:25]([OH:27])=[O:26])=[CH:21][CH:22]=2)[C:7]2[O:11][C:10]([CH3:12])([CH3:13])[CH2:9][C:8]=2[CH:14]=1)[CH3:32] |f:2.3|. The reactants are FC(C1=NOC(=C1)CC1CCCCC(N1)=O)(F)F (hexahydro-7-[[3-(trifluoromethyl)isoxazol-5-yl]methyl]-2H-azepin-2-one), F[B-](F)(F)F.C[O+](C)C (trimethyloxonium tetrafluoroborate). The product is COC=1CCCCC(N1)CC1=CC(=NO1)C(F)(F)F (3,4,5,6-tetrahydro-7-methoxy-2-[[3-(trifluoromethyl)isoxazol-5-yl]methyl]-2H-azepine). Reaction SMILES: [F:1][C:2]([F:18])([F:17])[C:3]1[CH:7]=[C:6]([CH2:8][CH:9]2[NH:15][C:14](=[O:16])[CH2:13][CH2:12][CH2:11][CH2:10]2)[O:5][N:4]=1.F[B-](F)(F)F.[CH3:24][O+](C)C>>[CH3:24][O:16][C:14]1[CH2:13][CH2:12][CH2:11][CH2:10][CH:9]([CH2:8][C:6]2[O:5][N:4]=[C:3]([C:2]([F:1])([F:17])[F:18])[CH:7]=2)[N:15]=1 |f:1.2|. Procedure: The title product of Example 119 is reacted with trimethyloxonium tetrafluoroborate by the method of Example 3 to generate the title compound. RXN SMILES: [OH:1][CH:2]([CH:7]([CH3:9])[CH3:8])[C:3](=[CH2:6])[C:4]#[N:5].N1C=CC=CC=1.Cl[C:17]([O:19][CH2:20][CH3:21])=[O:18].Cl>O.C(Cl)Cl>[CH2:20]([O:19][C:17](=[O:18])[O:1][CH:2]([CH:7]([CH3:9])[CH3:8])[C:3]([C:4]#[N:5])=[CH2:6])[CH3:21]. Run in C(Cl)Cl (methylene chloride), O (water), O (water), C(Cl)Cl (methylene chloride). The reactants are ClC(=O)OCC (ethyl chloroformate), Cl (HCl), Cl (hydrochloric acid), OC(C(C#N)=C)C(C)C (3-hydroxy-4-methyl-2-methylenepentanenitrile), N1=CC=CC=C1 (pyridine). The yield is 95.5%. Procedure details: A nitrogen-purged 5 L, three-necked, round-bottom flask with overhead stirring is charged with 150 g (1.2 mol) of 3-hydroxy-4-methyl-2-methylenepentanenitrile, 1.0 L of methylene chloride, and 170 mL (2.1 mol) of pyridine. The solution is cooled at 10° C. to 15° C. in an ice bath. Using a 1 L graduated addition funnel, a mixture of 0.5 L of methylene chloride and 200 mL (2.1 mol) of ethyl chloroformate is added slowly while maintaining the reaction temperature at 20° C.±5° C. The reaction is sti... Yields the product C(C)OC(OC(C(=C)C#N)C(C)C)=O (carbonic acid 2-cyano-1-isopropyl-allyl ester ethyl ester).